From a dataset of the Open Reaction Database (ORD), a public repository of structured organic reaction records. describe an organic reaction: reactants, conditions, products, and yield The reactants are CC1=CC=C(C=C1)C=1N=C(OC1C1=CC=C(C=C1)C)C1N(CCC1)C1CCCC2=C(C=CC=C12)O (1-[2-[4,5-bis(4-methylphenyl)oxazol-2-yl]pyrrolidin-1-yl]-1,2,3,4-tetrahydro-5-hydroxynaphthalene), BrCC(=O)OCC (ethyl bromoacetate), C(=O)([O-])[O-].[K+].[K+] (K2CO3). The solvent is CN(C)C=O (DMF). Reaction conditions: time 2 day. The product is CC1=CC=C(C=C1)C=1N=C(OC1C1=CC=C(C=C1)C)C1N(CCC1)C1CCCC2=C(C=CC=C12)OCC(=O)OCC (1-[2-[4,5-bis(4-methylphenyl)oxazol-2-yl]pyrrolidin-1-yl]-1,2,3,4-tetrahydro-5-ethoxycarbonylmethoxynaphthalene). Yield: 84.4%. RXN SMILES: [CH3:1][C:2]1[CH:7]=[CH:6][C:5]([C:8]2[N:9]=[C:10]([CH:20]3[CH2:24][CH2:23][CH2:22][N:21]3[CH:25]3[C:34]4[C:29](=[C:30]([OH:35])[CH:31]=[CH:32][CH:33]=4)[CH2:28][CH2:27][CH2:26]3)[O:11][C:12]=2[C:13]2[CH:18]=[CH:17][C:16]([CH3:19])=[CH:15][CH:14]=2)=[CH:4][CH:3]=1.Br[CH2:37][C:38]([O:40][CH2:41][CH3:42])=[O:39].C([O-])([O-])=O.[K+].[K+]>CN(C=O)C>[CH3:1][C:2]1[CH:7]=[CH:6][C:5]([C:8]2[N:9]=[C:10]([CH:20]3[CH2:24][CH2:23][CH2:22][N:21]3[CH:25]3[C:34]4[C:29](=[C:30]([O:35][CH2:37][C:38]([O:40][CH2:41][CH3:42])=[O:39])[CH:31]=[CH:32][CH:33]=4)[CH2:28][CH2:27][CH2:26]3)[O:11][C:12]=2[C:13]2[CH:14]=[CH:15][C:16]([CH3:19])=[CH:17][CH:18]=2)=[CH:4][CH:3]=1 |f:2.3.4|. Procedure details: To a solution of 1-[2-[4,5-bis(4-methylphenyl)oxazol-2-yl]pyrrolidin-1-yl]-1,2,3,4-tetrahydro-5-hydroxynaphthalene (0.13 g) and ethyl bromoacetate (0.10 g) in DMF (5 ml) was added K2CO3 (0.13 g). After being stirred for 2 days at room temperature, the mixture was partitioned between ethyl acetate and water. The organic layer was washed with brine. The dried solvent was evaporated in vacuo. The residue was purified by chromatography on silica gel to give 1-[2-[4,5-bis(4-methylphenyl)oxazol-2-yl]p... Reactants: C(C)(C)(C)NC(=O)C1=CN(C2=NC=C(N=C21)NC2=C(C=C(C=C2)C)C)COCC[Si](C)(C)C (N-tert-butyl-2-(2,4-dimethylphenylamino)-5-((2-(trimethylsilyl)ethoxy)methyl)-5H-pyrrolo[2,3-b]pyrazine-7-carboxamide), FC(C(=O)O)(F)F (trifluoroacetic acid). The solvent is ClCCl (dichloromethane), CO (methanol), [OH-].[NH4+] (ammonium hydroxide), ClCCl (dichloromethane). Run at time 16 hour. Yields the product C(C)(C)(C)NC(=O)C1=CNC2=NC=C(N=C21)NC2=C(C=C(C=C2)C)C (N-tert-butyl-2-(2,4-dimethylphenylamino)-5H-pyrrolo[2,3-b]pyrazine-7-carboxamide). Yield: 11.8%. Reaction SMILES: [C:1]([NH:5][C:6]([C:8]1[C:16]2[C:11](=[N:12][CH:13]=[C:14]([NH:17][C:18]3[CH:23]=[CH:22][C:21]([CH3:24])=[CH:20][C:19]=3[CH3:25])[N:15]=2)[N:10](COCC[Si](C)(C)C)[CH:9]=1)=[O:7])([CH3:4])([CH3:3])[CH3:2].FC(F)(F)C(O)=O>ClCCl.CO.[OH-].[NH4+]>[C:1]([NH:5][C:6]([C:8]1[C:16]2[C:11](=[N:12][CH:13]=[C:14]([NH:17][C:18]3[CH:23]=[CH:22][C:21]([CH3:24])=[CH:20][C:19]=3[CH3:25])[N:15]=2)[NH:10][CH:9]=1)=[O:7])([CH3:4])([CH3:3])[CH3:2] |f:4.5|. Procedure details: To a solution of N-tert-butyl-2-(2,4-dimethylphenylamino)-5-((2-(trimethylsilyl)ethoxy)methyl)-5H-pyrrolo[2,3-b]pyrazine-7-carboxamide (82 mg, 175 mol) in dichloromethane (2.7 mL) was added trifluoroacetic acid (400 mg, 270 μL, 3.51 mmol) and the mixture stirred at room temperature for 16 h. The reaction mixture was concentrated in vacuo and the residue obtained diluted with dichloromethane (3 mL), methanol (1.5 mL) and ammonium hydroxide (0.4 mL) and stirred at room temperature for 1 h. The mix... The reactants are C(C)(C)N(CC)C(C)C (diisopropyl ethylamine), COC(=O)C1N(CN(C1)C(=O)OC(C)(C)C)C(C(C(C)C)NC(=O)OC)=O (3-(2-Methoxycarbonylamino-3-methyl-butyryl)-imidazolidine-1,4-dicarboxylic acid 1-tert-butyl ester 4-methyl ester), Cl (HCl), resultant suspension, C(C)(=O)OC(C)=O (acetic anhydride). Solvent: ClCCl (dichloromethane). Conditions: time 30 minute. Yields the product COC(=O)C1N(CN(C1)C(C)=O)C(C(C(C)C)NC(=O)OC)=O (1-Acetyl-3-(2-methoxycarbonylamino-3-methyl-butyryl)-imidazolidine-4-carboxylic acid methyl ester). Isolated yield 69.1%. RXN SMILES: [CH3:1][O:2][C:3]([CH:5]1[CH2:9][N:8]([C:10](OC(C)(C)C)=[O:11])[CH2:7][N:6]1[C:17](=[O:27])[CH:18]([NH:22][C:23]([O:25][CH3:26])=[O:24])[CH:19]([CH3:21])[CH3:20])=[O:4].Cl.[CH:29](N(C(C)C)CC)(C)C.C(OC(=O)C)(=O)C>ClCCl>[CH3:1][O:2][C:3]([CH:5]1[CH2:9][N:8]([C:10](=[O:11])[CH3:29])[CH2:7][N:6]1[C:17](=[O:27])[CH:18]([NH:22][C:23]([O:25][CH3:26])=[O:24])[CH:19]([CH3:21])[CH3:20])=[O:4]. Procedure: 3-(2-Methoxycarbonylamino-3-methyl-butyryl)-imidazolidine-1,4-dicarboxylic acid 1-tert-butyl ester 4-methyl ester (465 mg, 1.2 mmol) was dissolved in dichloromethane (1 mL) and HCl (4M dioxane, 3 mL) was added. The resultant suspension was stirred at room temperature for 30 minutes, after which all volatiles were removed in vacuo. The crude material was dissolved in THF and diisopropyl ethylamine (154 mg, 1.2 mmol) was added, followed by acetic anhydride (122 mg, 1.2 mmol). The reaction was stir...